This data is from the Open Reaction Database (ORD), a public repository of structured organic reaction records. The task is: describe an organic reaction: reactants, conditions, products, and yield The reactants are Cc1cc(C(C)(C)C)cc(O)c1CNC(=O)CCl, CCO, Cl. The product is Cc1cc(C(C)(C)C)cc(O)c1CN. As a reaction SMILES: [C:1]([CH3:2])([CH3:3])([CH3:4])[c:5]1[cH:6][c:7]([OH:18])[c:8]([CH2:9][NH:10][C:11](=[O:12])[CH2:13][Cl:14])[c:15]([CH3:17])[cH:16]1.[CH3:20][CH2:21][OH:22].[ClH:19]>>[C:1]([CH3:2])([CH3:3])([CH3:4])[c:5]1[cH:6][c:7]([OH:18])[c:8]([CH2:9][NH2:10])[c:15]([CH3:17])[cH:16]1. The reactants are O=C=NCCBr, CN(C)C=O, NCCC(=O)NC(=O)c1ccccc1S. The product is NCCC(=O)NC(=O)c1ccccc1SC(=O)NCCBr. RXN SMILES: [Br:16][CH2:17][CH2:18][N:19]=[C:20]=[O:21].[O:22]=[CH:23][N:24]([CH3:25])[CH3:26].[SH:1][c:2]1[c:3]([C:4](=[O:5])[NH:6][C:7]([CH2:8][CH2:9][NH2:10])=[O:11])[cH:12][cH:13][cH:14][cH:15]1>>[S:1]([c:2]1[c:3]([C:4](=[O:5])[NH:6][C:7]([CH2:8][CH2:9][NH2:10])=[O:11])[cH:12][cH:13][cH:14][cH:15]1)[C:20]([NH:19][CH2:18][CH2:17][Br:16])=[O:21]. Isolated yield 87.0%. RXN SMILES: [OH-:1].[K+].[CH3:3][O:4][C:5]1[CH:10]=[C:9]([O:11][CH3:12])[CH:8]=[CH:7][C:6]=1[CH:13]([CH2:17][CH2:18][CH2:19][CH2:20][CH3:21])CC#N.Cl.CCCCC.[CH2:28]([OH:31])[CH2:29]O>>[CH3:3][O:4][C:5]1[CH:10]=[C:9]([O:11][CH3:12])[CH:8]=[CH:7][C:6]=1[CH:13]([CH2:17][CH2:18][CH2:19][CH2:20][CH3:21])[CH2:29][C:28]([OH:31])=[O:1] |f:0.1|. Reported procedure: 1.00 g (17.8 mmol) of potassium hydroxide was added to a solution of 1.27 g (4.86 mmol) of (-)-2-(2,4-dimethoxyphenyl)heptyl cyanide [prepared as described in step (ii) above] in 6 ml of ethylene glycol, and the resulting mixture was heated under reflux for 2.5 hours in an atmosphere of nitrogen. At the end of this time, the reaction mixture was cooled to room temperature, after which it was acidified with 1N aqueous hydrochloric acid and then extracted with diethyl ether. The extract was washed... The reactants are CCCCC (pentane), [OH-].[K+] (potassium hydroxide), COC1=C(C=CC(=C1)OC)C(CC#N)CCCCC ((-)-2-(2,4-dimethoxyphenyl)heptyl cyanide), C(CO)O (ethylene glycol), Cl (hydrochloric acid). The product is COC1=C(C=CC(=C1)OC)C(CC(=O)O)CCCCC ((+)-3-(2,4-Dimethoxyphenyl)octanoic acid). Reaction SMILES: [F:1][C:2]1[CH:7]=[CH:6][CH:5]=[C:4]([F:8])[C:3]=1[C:9]1[N:14]=[C:13]([CH3:15])[C:12]([N+:16]([O-])=O)=[CH:11][CH:10]=1.[C:19](O)(=O)C>CN(C=O)C.CCOC(C)=O.C(O)C.[Fe]>[F:1][C:2]1[CH:7]=[CH:6][CH:5]=[C:4]([F:8])[C:3]=1[C:9]1[N:14]=[C:13]2[CH:15]=[CH:19][NH:16][C:12]2=[CH:11][CH:10]=1. The solvent is CCOC(=O)C (EtOAc), CN(C)C=O (DMF), C(C)O (ethanol). The reagents and catalysts are [Fe] (iron). The reactants are C(C)(=O)O (acetic acid), FC1=C(C(=CC=C1)F)C1=CC=C(C(=N1)C)[N+](=O)[O-] (6-(2,6-difluorophenyl)-2-methyl-3-nitropyridine), n,n-dimethylformamide dimethyl acetal. The yield is 72.0%. Procedure details: A solution of 6-(2,6-difluorophenyl)-2-methyl-3-nitropyridine (1.929 g, 7.71 mmol) in DMF (25 mL) was treated with n,n-dimethylformamide dimethyl acetal (1.331 mL, 10.02 mmol). The reaction was heated to 125° C. under N2. After 3 h, the reaction was cooled to 23° C., diluted with EtOAc (200 ml) and washed with brine (150 ml), dried over MgSO4, concentrated in vacuo, affording a purple solid that was carried forward to the next step without further manipulation. A suspension of that solid in etha... Reaction conditions: temperature 125 celsius, time 3 hour. Product: FC1=C(C(=CC=C1)F)C1=CC=C2C(=N1)C=CN2 (5-(2,6-difluorophenyl)-1H-pyrrolo[3,2-b]pyridine). The reactants are [BH4-], C=C1CC2C(=O)N(c3ccc(OC(F)(F)F)cc3)C(=O)C2C1, CCO, ClCCl, [Na+], O. Product: C=C1CC2C(=O)N(c3ccc(OC(F)(F)F)cc3)C(O)C2C1. Reaction SMILES: [BH4-:23].[CH2:1]=[C:2]1[CH2:3][CH:4]2[CH:5]([C:6](=[O:21])[N:7]([c:10]3[cH:11][cH:12][c:13]([O:16][C:17]([F:18])([F:19])[F:20])[cH:14][cH:15]3)[C:8]2=[O:9])[CH2:22]1.[CH3:26][CH2:27][OH:28].[Cl:29][CH2:30][Cl:31].[Na+:24].[OH2:25]>>[CH2:1]=[C:2]1[CH2:3][CH:4]2[CH:5]([C:6](=[O:21])[N:7]([c:10]3[cH:11][cH:12][c:13]([O:16][C:17]([F:18])([F:19])[F:20])[cH:14][cH:15]3)[CH:8]2[OH:9])[CH2:22]1. Starting materials: Cc1c(O)cccc1Br, [BH3-]C#N, O=C([O-])O, CCO, Cc1c(C)c2c(c(C)c1NC(=O)OC(C)(C)C)CC(C)(CN1CCC(CC=O)CC1)O2, [Na+], [Na+], NC(c1ccccc1)c1ccccc1. Yields the product Cc1c(C)c2c(c(C)c1NC(=O)OC(C)(C)C)CC(C)(CN1CCC(CCNC(c3ccccc3)c3ccccc3)CC1)O2. RXN SMILES: [Br:50][c:51]1[cH:52][cH:53][cH:54][c:55]([OH:56])[c:57]1[CH3:58].[C:46]([BH3-:47])#[N:48].[C:59](=[O:60])([O-:61])[OH:62].[CH3:64][CH2:65][OH:66].[CH:1](=[O:2])[CH2:3][CH:4]1[CH2:5][CH2:6][N:7]([CH2:10][C:11]2([CH3:31])[O:12][c:13]3[c:14]([c:16]([CH3:30])[c:17]([NH:22][C:23]([O:24][C:25]([CH3:26])([CH3:27])[CH3:28])=[O:29])[c:18]([CH3:21])[c:19]3[CH3:20])[CH2:15]2)[CH2:8][CH2:9]1.[Na+:49].[Na+:63].[c:32]1([CH:38]([c:39]2[cH:40][cH:41][cH:42][cH:43][cH:44]2)[NH2:45])[cH:33][cH:34][cH:35][cH:36][cH:37]1>>[CH2:1]([CH2:3][CH:4]1[CH2:5][CH2:6][N:7]([CH2:10][C:11]2([CH3:31])[O:12][c:13]3[c:14]([c:16]([CH3:30])[c:17]([NH:22][C:23]([O:24][C:25]([CH3:26])([CH3:27])[CH3:28])=[O:29])[c:18]([CH3:21])[c:19]3[CH3:20])[CH2:15]2)[CH2:8][CH2:9]1)[NH:45][CH:38]([c:32]1[cH:33][cH:34][cH:35][cH:36][cH:37]1)[c:39]1[cH:40][cH:41][cH:42][cH:43][cH:44]1.